Dataset: the Open Reaction Database (ORD), a public repository of structured organic reaction records. Task: describe an organic reaction: reactants, conditions, products, and yield The reactants are FC1=CC=C(C=C1)N1N=CN=C1C1=CC=C(C=C1)[N+](=O)[O-] (1-(p-fluorophenyl)-5-(p-nitrophenyl)-1H-1,2,4-triazole), S(=O)([O-])S(=O)[O-].[Na+].[Na+] (sodium hydrosulfite), O (water). Run in CC(=O)C (acetone). The product is NC1=CC=C(C=C1)C1=NC=NN1C1=CC=C(C=C1)F (5-(p-Aminophenyl)-1-(p-fluorophenyl)-1H-1,2,4-triazole). As a reaction SMILES: [F:1][C:2]1[CH:7]=[CH:6][C:5]([N:8]2[C:12]([C:13]3[CH:18]=[CH:17][C:16]([N+:19]([O-])=O)=[CH:15][CH:14]=3)=[N:11][CH:10]=[N:9]2)=[CH:4][CH:3]=1.S(S([O-])=O)([O-])=O.[Na+].[Na+].O>CC(C)=O>[NH2:19][C:16]1[CH:17]=[CH:18][C:13]([C:12]2[N:8]([C:5]3[CH:6]=[CH:7][C:2]([F:1])=[CH:3][CH:4]=3)[N:9]=[CH:10][N:11]=2)=[CH:14][CH:15]=1 |f:1.2.3|. Reported procedure: A mixture of 9.0 g. of 1-(p-fluorophenyl)-5-(p-nitrophenyl)-1H-1,2,4-triazole, 18.0 g. of sodium hydrosulfite, 40 ml. of water and 150 ml. of acetone is stirred at room temperature for 1/2 hour. The acetone is removed in vacuo and the residue extracted with hot chloroform. Cooling produces 1.1 g. of the desired product as off-white crystals, mp. 128°-130° C. Starting materials: C(C)(C)NC1=NC(=NC=C1C(=O)N)SC (4-(isopropylamino)-2-(methylthio)pyrimidine-5-carboxamide), C1(=CC=CC=C1)C1N(O1)S(=O)(=O)C1=CC=CC=C1 (3-phenyl-2-(phenylsulfonyl)-1,2-oxaziridine), C1(=CC=CC=C1)C1N(O1)S(=O)(=O)C1=CC=CC=C1 (3-phenyl-2-(phenylsulfonyl)-1,2-oxaziridine). Run in C(Cl)(Cl)Cl (chloroform). Reaction conditions: time 8 hour. Product: C(C)(C)NC1=NC(=NC=C1C(=O)N)S(=O)C (4-(isopropylamino)-2-(methylsulfinyl)pyrimidine-5-carboxamide). Isolated yield 92.2%. As a reaction SMILES: [CH:1]([NH:4][C:5]1[C:10]([C:11]([NH2:13])=[O:12])=[CH:9][N:8]=[C:7]([S:14][CH3:15])[N:6]=1)([CH3:3])[CH3:2].C1(C2[O:24]N2S(C2C=CC=CC=2)(=O)=O)C=CC=CC=1>C(Cl)(Cl)Cl>[CH:1]([NH:4][C:5]1[C:10]([C:11]([NH2:13])=[O:12])=[CH:9][N:8]=[C:7]([S:14]([CH3:15])=[O:24])[N:6]=1)([CH3:3])[CH3:2]. Procedure details: To a stirring solution of 4-(isopropylamino)-2-(methylthio)pyrimidine-5-carboxamide (170 g, 0.751 mol) in chloroform (22 L) was added portion-wise 3-phenyl-2-(phenylsulfonyl)-1,2-oxaziridine (235.6 g, 0.902 mol) and the resulting solution was stirred at ambient temperature overnight. An additional amount of 3-phenyl-2-(phenylsulfonyl)-1,2-oxaziridine (19.6 g, 0.075 mol) was added and the mixture was then stirred overnight at ambient temperature. The reaction solution was concentrated under reduc...